This data is from the Open Reaction Database (ORD), a public repository of structured organic reaction records. The task is: describe an organic reaction: reactants, conditions, products, and yield Reactants: ClC1(C([C@@H]2CCC=C[C@H]12)=O)Cl ((1S,6R)-8,8-dichlorobicyclo [4.2.0]oct-2-en-7-one), ClC1(C([C@@H]2CCC=C[C@H]12)=O)Cl ((1S,6R)-8,8-dichlorobicyclo[4.2.0]oct-2-en-7-one), [BH4-].[Na+] (sodium borohydride). Solvent: CO (methanol). Run at temperature 25 celsius, time 1 hour. Yields the product ClC1([C@@H]([C@@H]2CCC=C[C@H]12)O)Cl ((1S,6R,7R)-8,8-dichlorobicyclo[4.2.0]oct-2-en-7-ol). As a reaction SMILES: [Cl:1][C:2]1([Cl:11])[C@@H:9]2[C@@H:4]([CH2:5][CH2:6][CH:7]=[CH:8]2)[C:3]1=[O:10].[BH4-].[Na+]>CO>[Cl:1][C:2]1([Cl:11])[C@@H:9]2[C@@H:4]([CH2:5][CH2:6][CH:7]=[CH:8]2)[C@H:3]1[OH:10] |f:1.2|. Procedure: A solution of 3.0 g of (1S,6R)-8,8-dichlorobicyclo [4.2.0]oct-2-en-7-one, the compound of formula (4), is dissolved in 120 ml of methanol and treated at 0° C. with 1.2 g of sodium borohydride, and the mixture is stirred at 25° C. for 1 hour. The solvent is removed under reduced pressure and the residue partitioned between methylene chloride and water. The extract is dried over anhydrous sodium sulfate, filtered and the solvent removed under reduced pressure. The residue is recrystallized from he... The reactants are Cl (hydrochloric acid), [N+](=O)(O)[O-] (nitric acid), FC(OC1=CC(=C(C=C1F)NC(C)=O)[N+](=O)[O-])F (N-(4-difluoromethoxy-5-fluoro-2-nitrophenyl)acetamide), FC(OC1=CC(=C(N)C=C1F)[N+](=O)[O-])F (4-difluoromethoxy-5-fluoro-2-nitroaniline). Run in CO (methanol), C1CCCCC1 (cyclohexane), ClCCl (dichloromethane). Reaction conditions: time 15 hour. The product is Cl.Cl.FC(OC1=CC(=C(C=C1F)N)N)F (4-difluoromethoxy-5-fluoro-1,2-phenylenediamine dihydrochloride). The yield is 85.0%. As a reaction SMILES: [N+]([O-])(O)=O.[F:5][CH:6]([F:22])[O:7][C:8]1[C:13]([F:14])=[CH:12][C:11]([NH:15]C(=O)C)=[C:10]([N+:19]([O-])=O)[CH:9]=1.[ClH:23].FC(F)OC1C(F)=CC(N)=C([N+]([O-])=O)C=1>ClCCl.CO.C1CCCCC1>[ClH:23].[ClH:23].[F:22][CH:6]([F:5])[O:7][C:8]1[C:13]([F:14])=[CH:12][C:11]([NH2:15])=[C:10]([NH2:19])[CH:9]=1 |f:7.8.9|. Procedure details: 22.5 ml of 100% nitric acid are added dropwise at 20° C. within 30 min. to 20 g of the above compound in 200 ml of dichloromethane, and the mixture is stirred for a further 15 h at room temperature. Analogously to Example B7c, this gives N-(4-difluoromethoxy-5-fluoro-2-nitrophenyl)acetamide of m.p. 72°-74° C. (from cyclohexane) in 89% yield. By stirring for several hours with 1M hydrochloric acid in methanol at 60° C., 4-difluoromethoxy-5-fluoro-2-nitroaniline of m.p. 95°-97.5° C. is obtained in... Reactants: FC=1C=C(C=CC1OC)C1C(C1)CO ([2-(3-fluoro-4-methoxy-phenyl)-cyclopropyl]-methanol), I(=O)(=O)C1=C(C(=O)O)C=CC=C1 (2-iodoxybenzoic acid). Run in CS(=O)C (DMSO). Reaction conditions: temperature 0 celsius, time 3 hour. The product is FC=1C=C(C=CC1OC)C1C(C1)C=O (2-(3-fluoro-4-methoxy-phenyl)-cyclopropanecarbaldehyde). Yield: 89.8%. As a reaction SMILES: [F:1][C:2]1[CH:3]=[C:4]([CH:10]2[CH2:12][CH:11]2[CH2:13][OH:14])[CH:5]=[CH:6][C:7]=1[O:8][CH3:9].I(C1C=CC=CC=1C(O)=O)(=O)=O>CS(C)=O>[F:1][C:2]1[CH:3]=[C:4]([CH:10]2[CH2:12][CH:11]2[CH:13]=[O:14])[CH:5]=[CH:6][C:7]=1[O:8][CH3:9]. Procedure details: After [2-(3-fluoro-4-methoxy-phenyl)-cyclopropyl]-methanol (0.30 g, 1.52 mmol) obtained in Step A was dissolved in DMSO (5 mL), 2-iodoxybenzoic acid (1.248 g, 4.58 mmol) was added thereto at 0° C., and the mixture was stirred at room temperature for 3 hours. After the termination of the reaction, the reactant was concentrated under reduced pressure, added with water, and then extracted with EtOAc. The organic layer was separated, dried with MgSO4, concentrated under reduced pressure, and then pu...